This data is from the Open Reaction Database (ORD), a public repository of structured organic reaction records. The task is: describe an organic reaction: reactants, conditions, products, and yield Reactants: C(C)(=O)O[C@H]1[C@@H](O[C@@H]([C@H]([C@@H]1OC(C)=O)OC(C)=O)OC)C1=CC(=C(C=C1)Cl)CC1=CC=C(C=C1)O ((2S,3S,4R,5S,6S)-2-(4-chloro-3-(4-hydroxybenzyl)phenyl)-6-methoxytetrahydro-2H-pyran-3,4,5-triyl triacetate), BrCCO[Si](C)(C)C(C)(C)C ((2-bromoethoxy)(tert-butyl)dimethylsilane), C([O-])([O-])=O.[Cs+].[Cs+] (cesium carbonate). The solvent is CN(C)C=O (DMF), C(C)OC(C)=O (ethylacetate). Run at time 36 hour. The product is C(C)(=O)O[C@H]1[C@@H](O[C@@H]([C@H]([C@@H]1OC(C)=O)OC(C)=O)OC)C1=CC(=C(C=C1)Cl)CC1=CC=C(C=C1)OCCO[Si](C)(C)C(C)(C)C ((2S,3S,4R,5S,6S)-2-(3-(4-(2-(tert-butyldimethylsilyloxy)ethoxy)benzyl)-4-chlorophenyl)-6-methoxytetrahydro-2H-pyran-3,4,5-triyl triacetate). Isolated yield 78.6%. RXN SMILES: [C:1]([O:4][C@@H:5]1[C@@H:10]([O:11][C:12](=[O:14])[CH3:13])[C@H:9]([O:15][C:16](=[O:18])[CH3:17])[C@@H:8]([O:19][CH3:20])[O:7][C@H:6]1[C:21]1[CH:26]=[CH:25][C:24]([Cl:27])=[C:23]([CH2:28][C:29]2[CH:34]=[CH:33][C:32]([OH:35])=[CH:31][CH:30]=2)[CH:22]=1)(=[O:3])[CH3:2].Br[CH2:37][CH2:38][O:39][Si:40]([C:43]([CH3:46])([CH3:45])[CH3:44])([CH3:42])[CH3:41].C(=O)([O-])[O-].[Cs+].[Cs+]>CN(C=O)C.C(OC(=O)C)C>[C:1]([O:4][C@@H:5]1[C@@H:10]([O:11][C:12](=[O:14])[CH3:13])[C@H:9]([O:15][C:16](=[O:18])[CH3:17])[C@@H:8]([O:19][CH3:20])[O:7][C@H:6]1[C:21]1[CH:26]=[CH:25][C:24]([Cl:27])=[C:23]([CH2:28][C:29]2[CH:34]=[CH:33][C:32]([O:35][CH2:37][CH2:38][O:39][Si:40]([C:43]([CH3:46])([CH3:45])[CH3:44])([CH3:42])[CH3:41])=[CH:31][CH:30]=2)[CH:22]=1)(=[O:3])[CH3:2] |f:2.3.4|. Procedure details: To a solution of (2S,3S,4R,5S,6S)-2-(4-chloro-3-(4-hydroxybenzyl)phenyl)-6-methoxytetrahydro-2H-pyran-3,4,5-triyl triacetate (300 mg, 0.593 mmol) in dry DMF (6 mL), was added (2-bromoethoxy)(tert-butyl)dimethylsilane (423 mg, 1.78 mmol) and cesium carbonate (578 mg, 1.78 mmol). The reaction mixture was stirred at r.t. for 36 h. After completion of reaction, as confirmed by TLC, the reaction mixture was diluted with ethylacetate (100 mL) and washed with water (3×10 mL). The organic layer was drie... Starting materials: ClC1=C(C(=CC=C1)Cl)CS(=O)(=O)C=1C=C2/C(/C(NC2=CC1)=O)=C/C1=C(C(=C(N1)C)CC(=O)O)C ({5-[5-(2,6-dichloro-phenylmethanesulfonyl)-2-oxo-1,2-dihydro-indol-(3Z)-ylidenemethyl]-2,4-dimethyl-1H-pyrrol-3-yl}-acetic acid), C=1C=CC2=C(C1)N=NN2O (HOBt), C(CCl)Cl (EDC), TEA, C1(CC1)NC[C@H]1C[C@H](CN1)O ((3R,5R)-5-cyclopropylaminomethyl-pyrrolidin-3-ol). The solvent is CN(C)C=O (DMF). Conditions: time 8 hour. Product: C1(CC1)NC[C@@H]1N(C[C@@H](C1)O)C(CC=1C(=C(NC1C)\C=C\1/C(NC2=CC=C(C=C12)S(=O)(=O)CC1=C(C=CC=C1Cl)Cl)=O)C)=O (3-[1-{4-[2-((2R,4R)-2-Cyclopropylaminomethyl-4-hydroxy-pyrrolidin-1-yl)-2-oxo-ethyl]-3,5-dimethyl-1H-pyrrol-2-yl}-meth-(Z)-ylidene]-5-(2,6-dichloro-phenylmethanesulfonyl)-1,3-dihydro-indol-2-one). Yield: 31.7%. As a reaction SMILES: [Cl:1][C:2]1[CH:7]=[CH:6][CH:5]=[C:4]([Cl:8])[C:3]=1[CH2:9][S:10]([C:13]1[CH:14]=[C:15]2[C:19](=[CH:20][CH:21]=1)[NH:18][C:17](=[O:22])/[C:16]/2=[CH:23]\[C:24]1[NH:28][C:27]([CH3:29])=[C:26]([CH2:30][C:31](O)=[O:32])[C:25]=1[CH3:34])(=[O:12])=[O:11].C1C=CC2N(O)N=NC=2C=1.C(Cl)CCl.[CH:49]1([NH:52][CH2:53][C@@H:54]2[NH:58][CH2:57][C@H:56]([OH:59])[CH2:55]2)[CH2:51][CH2:50]1>CN(C=O)C>[CH:49]1([NH:52][CH2:53][C@H:54]2[CH2:55][C@@H:56]([OH:59])[CH2:57][N:58]2[C:31](=[O:32])[CH2:30][C:26]2[C:25]([CH3:34])=[C:24](/[CH:23]=[C:16]3\[C:17](=[O:22])[NH:18][C:19]4[C:15]\3=[CH:14][C:13]([S:10]([CH2:9][C:3]3[C:4]([Cl:8])=[CH:5][CH:6]=[CH:7][C:2]=3[Cl:1])(=[O:12])=[O:11])=[CH:21][CH:20]=4)[NH:28][C:27]=2[CH3:29])[CH2:51][CH2:50]1. Reported procedure: A mixture of {5-[5-(2,6-dichloro-phenylmethanesulfonyl)-2-oxo-1,2-dihydro-indol-(3Z)-ylidenemethyl]-2,4-dimethyl-1H-pyrrol-3-yl}-acetic acid (250 mg, 0.48 mmol), HOBt (78 mg, 1.2 eq.), EDC (110 mg, 1.2 eq.), TEA (0.17 mL, 2.5 eq.) and (3R,5R)-5-cyclopropylaminomethyl-pyrrolidin-3-ol (300 mg, 4 eq.) in DMF (10 mL) was stirred at rt for overnight. The reaction was concentrated, washed with water, sodium bicarbonate and brine, dried and concentrated. The residue was purified on a silica gel column ... Starting materials: C(C1=CC=CC=C1)(C1=CC=CC=C1)(C1=CC=CC=C1)NC=1SC=C(N1)C(C(=O)NC1C(NC1CSC(C(C(=O)OC(C)(C)C)=O)=C1NC=CC=C1)=O)=NOC (1,1-dimethylethyl 3-[3-[(2-tritylaminothiazol-4-yl)-2-methoxyiminoacetamido]-2-oxo-4-azetidinylmethylthio]-3-(1,2-dihydro-2-pyridinylidene)pyruvate), C1CN2CCN1CC2 (triethylene diamine), Cl (hydrochloric acid). Run in CCOCC (ether), C(Cl)Cl (methylene chloride). Reaction conditions: time 30 minute. Yields the product C(C1=CC=CC=C1)(C1=CC=CC=C1)(C1=CC=CC=C1)NC=1SC=C(N1)C(C(=O)NC1C2CSC(C(N2C1=O)(C(=O)OC(C)(C)C)O)C1=NC=CC=C1)=NOC (1,1-dimethylethyl 7-[2-(2-tritylaminothiazol-4-yl)-2-methoxyimino-acetamido]-8-oxo-2-hydroxy-3-(2-pyridyl)-4-thia-1-azabicyclo[4,2,0]octane-2-carboxylate). The yield is 61.7%. RXN SMILES: [C:1]([NH:20][C:21]1[S:22][CH:23]=[C:24]([C:26](=[N:53][O:54][CH3:55])[C:27]([NH:29][CH:30]2[CH:33]([CH2:34][S:35][C:36](=[C:46]3[CH:51]=[CH:50][CH:49]=[CH:48][NH:47]3)[C:37](=[O:45])[C:38]([O:40][C:41]([CH3:44])([CH3:43])[CH3:42])=[O:39])[NH:32][C:31]2=[O:52])=[O:28])[N:25]=1)([C:14]1[CH:19]=[CH:18][CH:17]=[CH:16][CH:15]=1)([C:8]1[CH:13]=[CH:12][CH:11]=[CH:10][CH:9]=1)[C:2]1[CH:7]=[CH:6][CH:5]=[CH:4][CH:3]=1.C1N2CCN(CC2)C1.Cl>C(Cl)Cl.CCOCC>[C:1]([NH:20][C:21]1[S:22][CH:23]=[C:24]([C:26](=[N:53][O:54][CH3:55])[C:27]([NH:29][CH:30]2[C:31](=[O:52])[N:32]3[CH:33]2[CH2:34][S:35][CH:36]([C:46]2[CH:51]=[CH:50][CH:49]=[CH:48][N:47]=2)[C:37]3([OH:45])[C:38]([O:40][C:41]([CH3:44])([CH3:43])[CH3:42])=[O:39])=[O:28])[N:25]=1)([C:8]1[CH:13]=[CH:12][CH:11]=[CH:10][CH:9]=1)([C:14]1[CH:19]=[CH:18][CH:17]=[CH:16][CH:15]=1)[C:2]1[CH:3]=[CH:4][CH:5]=[CH:6][CH:7]=1. Reported procedure: 3.053 g of the product of Step B and 1.3 g of triethylene diamine were dissolved in 30 ml of methylene chloride and the mixture was stirred for 1 hour and 30 minutes. Then 28 ml of N hydrochloric acid were added and extraction was effected with methylene chloride. The organic phase was dried and concentrated to dryness under reduced pressure. The residue was chromatographed on silica and eluted with a mixture of methylene chloride and ethyl acetate. The fraction rich in the expected product were... Starting materials: BrC=1C=CC(=NC1)C1=NNC=N1 (5-bromo-2-(1,2,4-triazol-3-yl)pyridine), C(#C)C=1C=C(C(=O)NC2=CC(=C(C=C2)CN2CCN(CC2)C)C(F)(F)F)C=CC1C (3-ethynyl-4-methyl-N-[4-((4-methylpiperazin-1-yl)methyl)-3-trifluoromethylphenyl]benzamide). Yields the product CC1=C(C=C(C(=O)NC2=CC(=C(C=C2)CN2CCN(CC2)C)C(F)(F)F)C=C1)C#CC=1C=CC(=NC1)C1=NNC=N1 (4-methyl-3-((2-(1,2,4-triazol-3-yl)pyridin-5-yl)ethynyl)-N-[4-((4-methylpiperazin-1-yl)methyl)-3-trifluoromethylphenyl]benzamide). RXN SMILES: Br[C:2]1[CH:3]=[CH:4][C:5]([C:8]2[N:12]=[CH:11][NH:10][N:9]=2)=[N:6][CH:7]=1.[C:13]([C:15]1[CH:16]=[C:17]([CH:39]=[CH:40][C:41]=1[CH3:42])[C:18]([NH:20][C:21]1[CH:26]=[CH:25][C:24]([CH2:27][N:28]2[CH2:33][CH2:32][N:31]([CH3:34])[CH2:30][CH2:29]2)=[C:23]([C:35]([F:38])([F:37])[F:36])[CH:22]=1)=[O:19])#[CH:14]>>[CH3:42][C:41]1[CH:40]=[CH:39][C:17]([C:18]([NH:20][C:21]2[CH:26]=[CH:25][C:24]([CH2:27][N:28]3[CH2:33][CH2:32][N:31]([CH3:34])[CH2:30][CH2:29]3)=[C:23]([C:35]([F:36])([F:38])[F:37])[CH:22]=2)=[O:19])=[CH:16][C:15]=1[C:13]#[C:14][C:2]1[CH:3]=[CH:4][C:5]([C:8]2[N:12]=[CH:11][NH:10][N:9]=2)=[N:6][CH:7]=1. Procedure details: The title compound was prepared using 5-bromo-2-(1,2,4-triazol-3-yl)pyridine and 3-ethynyl-4-methyl-N-[4-((4-methylpiperazin-1-yl)methyl)-3-trifluoromethylphenyl]benzamide as raw materials, according to the method described in Step 4 of Example 3. Starting materials: OC1=NC=CC=C1 (2-hydroxypyridine), ClC1=CC(=C(C(=O)C=2C(=NNC2C(=O)OCC)C(=O)OCC)C=C1)N (diethyl 4-(4-chloro-2-amino-benzoyl)-1H-pyrazole-3,5-dicarboxylate). The solvent is C1(=CC=CC=C1)C (toluene). Reaction conditions: temperature 171.5 celsius. Product: ClC1=CC2=C(C(C3=C(C(N2)=O)NN=C3C(=O)OCC)=O)C=C1 (7-Chloro-3-(ethoxycarbonyl)pyrazolo[3,4-c][1]benzazepine-4,10-(1H,9H)dione). Isolated yield 37.7%. RXN SMILES: OC1C=CC=CN=1.[Cl:8][C:9]1[CH:31]=[CH:30][C:12]([C:13]([C:15]2[C:16]([C:25]([O:27][CH2:28][CH3:29])=[O:26])=[N:17][NH:18][C:19]=2[C:20]([O:22]CC)=O)=[O:14])=[C:11]([NH2:32])[CH:10]=1>C1(C)C=CC=CC=1>[Cl:8][C:9]1[CH:31]=[CH:30][C:12]2[C:13](=[O:14])[C:15]3[C:16]([C:25]([O:27][CH2:28][CH3:29])=[O:26])=[N:17][NH:18][C:19]=3[C:20](=[O:22])[NH:32][C:11]=2[CH:10]=1. Procedure: To a solution of 2-hydroxypyridine (1.30 g, 13.69 mmol) in toluene (400 mL) was added diethyl 4-(4-chloro-2-amino-benzoyl)-1H-pyrazole-3,5-dicarboxylate (5 g, 13.69 mmol). The mixture was refluxed for 2 days and then the solvent was distilled off and the residual solid was heated at 171-172° C. for 4 days. The solid was allowed to cool and was continuously chromatographed eluting for 2 hours with dichloromethane to remove starting material. The remaining material on the column was eluted with ch... The reactants are solution, C(=O)(Cl)Cl (phosgene), C1(=CC=CC=C1)C=1N=C(SC1)CC1(CCC1)CO ({1-[(4-phenyl-1,3-thiazol-2-yl)methyl]cyclobutyl}methanol), N[C@H](C(C(=O)N[C@H](C)C1=CC=CC=C1)O)CCCC ((3S)-3-amino-2-hydroxy-N-[(1R)-1-phenylethyl]heptanamide), C(C)(C)N(C(C)C)CC (N,N-diisopropylethylamine), [Cl-].[Na+] (sodium chloride). Run in C1(=CC=CC=C1)C (toluene), ClCCl (dichloromethane), O1CCCC1 (tetrahydrofuran), C(C)(=O)OCC (ethyl acetate). Reaction conditions: time 16 hour. The product is OC(C(N[C@H](C)C1=CC=CC=C1)=O)[C@H](CCCC)NC(OCC1(CCC1)CC=1SC=C(N1)C1=CC=CC=C1)=O ({1-[(4-phenyl-1,3-thiazol-2-yl)methyl]cyclobutyl}methyl(1S)-1-(1-hydroxy-2-oxo-2-{[(1R)-1-phenylethyl]amino}ethyl)pentylcarbamate). Yield: 98.2%. As a reaction SMILES: [C:1]1([C:7]2[N:8]=[C:9]([CH2:12][C:13]3([CH2:17][OH:18])[CH2:16][CH2:15][CH2:14]3)[S:10][CH:11]=2)[CH:6]=[CH:5][CH:4]=[CH:3][CH:2]=1.[C:19](Cl)(Cl)=[O:20].[NH2:23][C@@H:24]([CH2:38][CH2:39][CH2:40][CH3:41])[CH:25]([OH:37])[C:26]([NH:28][C@@H:29]([C:31]1[CH:36]=[CH:35][CH:34]=[CH:33][CH:32]=1)[CH3:30])=[O:27].C(N(CC)C(C)C)(C)C.[Cl-].[Na+]>ClCCl.C1(C)C=CC=CC=1.O1CCCC1.C(OCC)(=O)C>[OH:37][CH:25]([C@@H:24]([NH:23][C:19](=[O:20])[O:18][CH2:17][C:13]1([CH2:12][C:9]2[S:10][CH:11]=[C:7]([C:1]3[CH:2]=[CH:3][CH:4]=[CH:5][CH:6]=3)[N:8]=2)[CH2:16][CH2:15][CH2:14]1)[CH2:38][CH2:39][CH2:40][CH3:41])[C:26](=[O:27])[NH:28][C@@H:29]([C:31]1[CH:36]=[CH:35][CH:34]=[CH:33][CH:32]=1)[CH3:30] |f:4.5|. Procedure: To a solution of 0.16 g (0.63 mmol) of {1-[(4-phenyl-1,3-thiazol-2-yl)methyl]cyclobutyl}methanol in 2 mL of dichloromethane (cooled to 0° C. was added a 1.0 M solution of 0.94 mL (1.41 mmol) of phosgene in toluene and the contents stirred for 16 h. The reaction mixture was concentrated and the residue was dissolved in 3 mL of tetrahydrofuran and added to a 0° C. solution of 0.165 g (0.63 mmol) of (3S)-3-amino-2-hydroxy-N-[(1R)-1-phenylethyl]heptanamide and 0.325 mL (1.89 mmol) of N,N-diisopropyl...